This data is from the Open Reaction Database (ORD), a public repository of structured organic reaction records. The task is: describe an organic reaction: reactants, conditions, products, and yield Reactants: COc1ccc(C(F)(F)F)cc1C(=O)N=c1sc(C(C)(C)C)cn1CC1(O)CCC1, CC(=O)OC(C)=O, CN(C)c1ccncc1, c1ccncc1. Yields the product COc1ccc(C(F)(F)F)cc1C(=O)N=c1sc(C(C)(C)C)cn1CC1(OC(C)=O)CCC1. RXN SMILES: [C:1]([CH3:2])([CH3:3])([CH3:4])[c:5]1[cH:6][n:7]([CH2:25][C:26]2([OH:30])[CH2:27][CH2:28][CH2:29]2)[c:8](=[N:10][C:11]([c:12]2[c:13]([O:22][CH3:23])[cH:14][cH:15][c:16]([C:18]([F:19])([F:20])[F:21])[cH:17]2)=[O:24])[s:9]1.[CH3:31][C:32](=[O:33])[O:34][C:35](=[O:36])[CH3:37].[CH3:38][N:39]([CH3:40])[c:41]1[cH:42][cH:43][n:44][cH:45][cH:46]1.[cH:47]1[cH:48][cH:49][n:50][cH:51][cH:52]1>>[C:1]([CH3:2])([CH3:3])([CH3:4])[c:5]1[cH:6][n:7]([CH2:25][C:26]2([O:30][C:32]([CH3:31])=[O:33])[CH2:27][CH2:28][CH2:29]2)[c:8](=[N:10][C:11]([c:12]2[c:13]([O:22][CH3:23])[cH:14][cH:15][c:16]([C:18]([F:19])([F:20])[F:21])[cH:17]2)=[O:24])[s:9]1.